From a dataset of the Open Reaction Database (ORD), a public repository of structured organic reaction records. describe an organic reaction: reactants, conditions, products, and yield Yields the product CC1=CC=C(C=C1)C=1C(=CC=CC1)C#N (4'-methylbiphenyl-2-carbonitrile). Isolated yield 85.4%. Starting materials: C([O-])([O-])=O.[Na+].[Na+] (Sodium carbonate), CC1=CC=C(C=C1)B(O)O (4-methylphenylboronic acid), BrC1=C(C#N)C=CC=C1 (2-bromobenzonitrile), CO (methanol). As a reaction SMILES: C(=O)([O-])[O-].[Na+].[Na+].[CH3:7][C:8]1[CH:13]=[CH:12][C:11](B(O)O)=[CH:10][CH:9]=1.Br[C:18]1[CH:25]=[CH:24][CH:23]=[CH:22][C:19]=1[C:20]#[N:21].CO>[Pd](Cl)Cl.C1(C)C=CC=CC=1>[CH3:7][C:8]1[CH:13]=[CH:12][C:11]([C:18]2[C:19]([C:20]#[N:21])=[CH:22][CH:23]=[CH:24][CH:25]=2)=[CH:10][CH:9]=1 |f:0.1.2|. Reagents/catalysts: [Pd](Cl)Cl (palladium (II) chloride). Procedure details: 2M Sodium carbonate solution (200 ml) was added to a stirred mixture of 4-methylphenylboronic acid (30 g), 2-bromobenzonitrile (36.4 g), palladium (II) chloride (0.4 g), methanol (200 ml) and toluene (200 ml) at 5° C. The temperature rose to approximately 20° C. and a solid precipitated. The reaction mixture was then heated at reflux for 2 hours. The reaction mixture was allowed to cool and water (100 ml) was added, followed by diatomaceous earth (5 g). The mixture was stirred for 15 minutes, th... Run in C1(=CC=CC=C1)C (toluene). Run at time 15 minute. Starting materials: COC(=O)C1=CC2=C(SCC(N2)=O)N=C1 (2-Oxo-2,3-dihydro-1H-pyrido[2,3-b][1,4]thiazine-7-carboxylic acid methyl ester), [OH-].[Na+] (sodium hydroxide). The solvent is O1CCCC1 (tetrahydrofuran). Product: O=C1NC2=C(SC1)N=CC(=C2)C(=O)O (2-Oxo-2,3dihydro-1H-pyrido[2,3-b][1,4]thiazine-7-carboxylic acid). The yield is 95.2%. Reaction SMILES: C[O:2][C:3]([C:5]1[CH:15]=[N:14][C:8]2[S:9][CH2:10][C:11](=[O:13])[NH:12][C:7]=2[CH:6]=1)=[O:4].[OH-].[Na+]>O1CCCC1>[O:13]=[C:11]1[CH2:10][S:9][C:8]2[N:14]=[CH:15][C:5]([C:3]([OH:4])=[O:2])=[CH:6][C:7]=2[NH:12]1 |f:1.2|. Procedure: A solution of the ester (b) (2.8 g) in tetrahydrofuran (50 ml) was treated with 1M sodium hydroxide (30 ml). After 2 hours the mixture was concentrated to near dryness and acidified with 2M hydrochloric acid. Filtration and washing with water afforded a solid (2.5 g).